Dataset: the Open Reaction Database (ORD), a public repository of structured organic reaction records. Task: describe an organic reaction: reactants, conditions, products, and yield The product is NCC1CC=2C(=C3C(CC(NC3=C(C2)C)=O)(C)C)O1 (2-Aminomethyl-5,9,9-trimethyl-2,3,6,7,8,9hexahydrofuro-[2,3-f]quinoline-7-one). Reagents/catalysts: [Pd] (palladium-on-carbon). Run in CN(C=O)C (N,N-dimethylformamide). The reactants are resultant solution, N(=[N+]=[N-])CC1CC=2C(=C3C(CC(NC3=C(C2)C)=O)(C)C)O1 (2-Azidomethyl-5,9,9-trimethyl-2,3,6,7,8,9hexahydrofuro-[2,3-f]quinoline-7-one), [H][H] (hydrogen). Procedure details: The compound obtained in Example 265 (2.69 g, 9.41 mmol) was dissolved in N,N-dimethylformamide (40 ml). To the resultant solution, 10% palladium-on-carbon (1.2 g) was added, followed by stirring at room temperature for 3 hours in the atmosphere of hydrogen. As a reaction SMILES: [N:1]([CH2:4][CH:5]1[O:21][C:8]2=[C:9]3[C:14](=[C:15]([CH3:17])[CH:16]=[C:7]2[CH2:6]1)[NH:13][C:12](=[O:18])[CH2:11][C:10]3([CH3:20])[CH3:19])=[N+]=[N-].[H][H]>CN(C)C=O.[Pd]>[NH2:1][CH2:4][CH:5]1[O:21][C:8]2=[C:9]3[C:14](=[C:15]([CH3:17])[CH:16]=[C:7]2[CH2:6]1)[NH:13][C:12](=[O:18])[CH2:11][C:10]3([CH3:19])[CH3:20]. Reactants: CCOC(=O)CCc1ccc2c(n1)NCCC2, C1CCOC1, COP(C)(=O)OC, [Li]CCCC. Yields the product COP(=O)(CC(=O)CCc1ccc2c(n1)NCCC2)OC. Reaction SMILES: [CH2:13]([O:15][C:16](=[O:14])[CH2:17][CH2:18][c:19]1[n:20][c:21]2[c:26]([cH:27][cH:28]1)[CH2:25][CH2:24][CH2:23][NH:22]2)[CH3:29].[CH2:30]1[O:31][CH2:32][CH2:33][CH2:34]1.[CH3:1][P:2]([O:3][CH3:4])([O:5][CH3:6])=[O:7].[CH3:8][CH2:9][CH2:10][CH2:11][Li:12]>>[CH2:1]([P:2]([O:3][CH3:4])([O:5][CH3:6])=[O:7])[C:16](=[O:15])[CH2:17][CH2:18][c:19]1[n:20][c:21]2[c:26]([cH:27][cH:28]1)[CH2:25][CH2:24][CH2:23][NH:22]2. Starting materials: [N+](=O)([O-])C=1C(N(C=C(C1)[N+](=O)[O-])C)=O (3,5-Dinitro-1-methylpyridin-2-one), N (ammonia), CN1CC(C(CC1)=O)(C)C (1,3,3-Trimethylpiperidin-4-one). The solvent is CO (MeOH). Reaction conditions: temperature 70 celsius. The product is [N+](=O)([O-])C=1C=NC=2C(CN(CC2C1)C)(C)C (3-Nitro-5,6,7,8-tetrahydro-6,8,8-trimethyl[1,6]naphthyridine). Reaction SMILES: [N+]([C:4]1[C:5](=O)[N:6](C)[CH:7]=[C:8]([N+:10]([O-:12])=[O:11])[CH:9]=1)([O-])=O.N.[CH3:16][N:17]1[CH2:22]C[C:20](=O)[C:19](C)([CH3:24])[CH2:18]1>CO>[N+:10]([C:8]1[CH:7]=[N:6][C:5]2[C:19]([CH3:24])([CH3:20])[CH2:18][N:17]([CH3:22])[CH2:16][C:4]=2[CH:9]=1)([O-:12])=[O:11]. Reported procedure: 3,5-Dinitro-1-methylpyridin-2-one [prepared by the method of E. Matsumura, M. Ariga and Y. Tohda. Bull. Chem. Soc. Japan, 1979, 52, 2413-2419] (2 g; 10 mmol) was suspended in MeOH (50 ml) and treated with 0.88 aq, ammonia (10 ml; 157 mmol). 1,3,3-Trimethylpiperidin-4-one (1.7 g; 12 mmol) was added and the mixture heated at 70° C. for 5 h. The mixture was cooled to room temperature then evaporated to dryness in vacuo. The residue was digested with dichloromethane (2×50 ml) and the hot solution de... Starting materials: BrC1=CC=C(C=C1)C(=O)C1=CC=C(C=C1)F ((4-Bromophenyl)(4′-fluorophenyl)methanone), BrC1=CC=C(C=C1)C(=O)C1=CC=C(C=C1)F ((4-Bromophenyl)(4′-fluorophenyl)methanone), P(OCC)(OCC)OCC (triethyl phosphite). The reagents and catalysts are [Ni](Br)Br (nickel bromide). The product is FC1=CC=C(C(=O)C2=CC=C(C=C2)P(OCC)(OCC)=O)C=C1 (diethyl 4-(4-fluorobenzoyl)phenylphosphonate). RXN SMILES: Br[C:2]1[CH:7]=[CH:6][C:5]([C:8]([C:10]2[CH:15]=[CH:14][C:13]([F:16])=[CH:12][CH:11]=2)=[O:9])=[CH:4][CH:3]=1.[P:17]([O:24]CC)([O:21][CH2:22][CH3:23])[O:18][CH2:19][CH3:20]>[Ni](Br)Br>[F:16][C:13]1[CH:14]=[CH:15][C:10]([C:8]([C:5]2[CH:6]=[CH:7][C:2]([P:17](=[O:24])([O:21][CH2:22][CH3:23])[O:18][CH2:19][CH3:20])=[CH:3][CH:4]=2)=[O:9])=[CH:11][CH:12]=1. Reported procedure: (4-Bromophenyl)(4′-fluorophenyl)methanone (formula 28) (400 g, 1.43 mol) from Example 4A and anhydrous nickel bromide (35 g, 0.16 mol) are heated to 160° C. under an atmosphere of nitrogen. A green-blue colored melt is obtained. Then triethyl phosphite (304 g, 1.83 mol) is added over a period of 1 hour while maintaining the temperature between 160 and 165° C. The mixture is stirred at this temperature for an additional hour. Distillation of the mixture gave a pale yellow oil, b.p. 187-188° C./10... The reactants are ClCCl (dichloromethane), O=C1N(C(CC1)=O)OC(=O)OCC(C(=O)OC)(C)C (methyl 3-({[(2,5-dioxopyrrolidin-1-yl)oxy]carbonyl}oxy)-2,2-dimethylpropionate), OCC(C(=O)OC)(C)C (methyl 3-hydroxy-2,2-dimethylpropionate), ClCCl (dichloromethane), C1(=CC=CC2=CC=CC=C12)[C@@H](C)N(C(OC(C)(C)C)=O)C[C@H]1CNC[C@@H]1C1=CC=CC=C1 (tert-butyl [(1R)-1-(1-naphthyl)ethyl]{[(3R,4S)-4-phenylpyrrolidin-3-yl]methyl}carbamate). Solvent: C(C)N(CC)CC (triethylamine). Product: C(C)(C)(C)OC(=O)N([C@H](C)C1=CC=CC2=CC=CC=C12)C[C@H]1CN(C[C@@H]1C1=CC=CC=C1)C(=O)OCC(C(=O)OC)(C)C (3-methoxy-2,2-dimethyl-3-oxopropyl (3R,4S)-3-({(tert-butoxycarbonyl)[(1R)-1-(1-naphthyl)ethyl]amino}methyl)-4-phenylpyrrolidine-1-carboxylate). Reaction SMILES: ClCCl.O=C1CCC(=O)N1[O:11][C:12]([O:14][CH2:15][C:16]([CH3:22])([CH3:21])[C:17]([O:19][CH3:20])=[O:18])=O.OCC(C)(C)C(OC)=O.[C:32]1([C@H:42]([N:44]([CH2:52][C@@H:53]2[C@@H:57]([C:58]3[CH:63]=[CH:62][CH:61]=[CH:60][CH:59]=3)[CH2:56][NH:55][CH2:54]2)[C:45](=[O:51])[O:46][C:47]([CH3:50])([CH3:49])[CH3:48])[CH3:43])[C:41]2[C:36](=[CH:37][CH:38]=[CH:39][CH:40]=2)[CH:35]=[CH:34][CH:33]=1>C(N(CC)CC)C>[C:47]([O:46][C:45]([N:44]([CH2:52][C@@H:53]1[C@@H:57]([C:58]2[CH:59]=[CH:60][CH:61]=[CH:62][CH:63]=2)[CH2:56][N:55]([C:12]([O:14][CH2:15][C:16]([CH3:22])([CH3:21])[C:17]([O:19][CH3:20])=[O:18])=[O:11])[CH2:54]1)[C@@H:42]([C:32]1[C:41]2[C:36](=[CH:37][CH:38]=[CH:39][CH:40]=2)[CH:35]=[CH:34][CH:33]=1)[CH3:43])=[O:51])([CH3:49])([CH3:50])[CH3:48]. Procedure: A 2 ml dichloromethane solution of methyl 3-({[(2,5-dioxopyrrolidin-1-yl)oxy]carbonyl}oxy)-2,2-dimethylpropionate prepared from 136 mg of methyl 3-hydroxy-2,2-dimethylpropionate in the same manner as in Reference Example 46 was added to 5 ml dichloromethane solution of 235 mg of tert-butyl [(1R)-1-(1-naphthyl)ethyl]{[(3R,4S)-4-phenylpyrrolidin-3-yl]methyl}carbamate and 0.21 ml of triethylamine. After 12Hours of stirring at room temperature, the reaction solution was concentrated under a reduced ... Starting materials: CCOC(=O)c1csc2c(-c3ccncc3)c(-c3cccc(N)c3)nn12, ClCCl, O=C=Nc1ccc(C(F)(F)F)cc1. Yields the product CCOC(=O)c1csc2c(-c3ccncc3)c(-c3cccc(NC(=O)Nc4ccc(C(F)(F)F)cc4)c3)nn12. RXN SMILES: [CH2:1]([CH3:2])[O:3][C:4](=[O:5])[c:6]1[n:7]2[c:8]([s:9][cH:10]1)[c:11](-[c:21]1[cH:22][cH:23][n:24][cH:25][cH:26]1)[c:12](-[c:14]1[cH:15][c:16]([NH2:20])[cH:17][cH:18][cH:19]1)[n:13]2.[Cl:40][CH2:41][Cl:42].[F:27][C:28]([c:29]1[cH:30][cH:31][c:32]([N:35]=[C:36]=[O:37])[cH:33][cH:34]1)([F:38])[F:39]>>[CH2:1]([CH3:2])[O:3][C:4](=[O:5])[c:6]1[n:7]2[c:8]([s:9][cH:10]1)[c:11](-[c:21]1[cH:22][cH:23][n:24][cH:25][cH:26]1)[c:12](-[c:14]1[cH:15][c:16]([NH:20][C:36]([NH:35][c:32]3[cH:31][cH:30][c:29]([C:28]([F:27])([F:38])[F:39])[cH:34][cH:33]3)=[O:37])[cH:17][cH:18][cH:19]1)[n:13]2. Starting materials: ClC1=CC(=NC(=C1)Cl)N[C@@H](C)C1=CC=C(C=C1)F ((S)-4,6-dichloro-N-[1-(4-fluorophenyl)ethyl]pyridine-2-amine), NC1=NC=CN=C1 (2-aminopyrazine), P(=O)([O-])([O-])[O-].[K+].[K+].[K+] (tripotassium phosphate), 4,5-bis(diphenylphosphino)-9,9′-dimethylxanthene, tris(dibenzylideneacetone)(chloroform)dipalladium. Solvent: O1CCOCC1 (1,4-dioxane). Conditions: temperature 100 celsius, time 19 hour. Yields the product ClC1=CC(=NC(=C1)NC1=NC=CN=C1)N[C@@H](C)C1=CC=C(C=C1)F ((S)-4-Chloro-N2-[1-(4-fluorophenyl)ethyl]-N6-(pyrazin-2-yl)pyridine-2,6-diamine). Yield: 73.9%. RXN SMILES: [Cl:1][C:2]1[CH:7]=[C:6](Cl)[N:5]=[C:4]([NH:9][C@H:10]([C:12]2[CH:17]=[CH:16][C:15]([F:18])=[CH:14][CH:13]=2)[CH3:11])[CH:3]=1.[NH2:19][C:20]1[CH:25]=[N:24][CH:23]=[CH:22][N:21]=1.P([O-])([O-])([O-])=O.[K+].[K+].[K+]>O1CCOCC1>[Cl:1][C:2]1[CH:7]=[C:6]([NH:19][C:20]2[CH:25]=[N:24][CH:23]=[CH:22][N:21]=2)[N:5]=[C:4]([NH:9][C@H:10]([C:12]2[CH:17]=[CH:16][C:15]([F:18])=[CH:14][CH:13]=2)[CH3:11])[CH:3]=1 |f:2.3.4.5|. Reported procedure: To 734 mg of (S)-4,6-dichloro-N-[1-(4-fluorophenyl)ethyl]pyridine-2-amine, 343 mg of 2-aminopyrazine, 1.39 g of tripotassium phosphate, 190 mg of 4,5-bis(diphenylphosphino)-9,9′-dimethylxanthene and 170 mg of tris(dibenzylideneacetone)(chloroform)dipalladium was added 17 ml of 1,4-dioxane, the mixture was subjected to degassing and was substituted with argon, and was stirred at 100° C. for 19 hours. The reaction solution was diluted with ethyl acetate. The solution was washed in turn with water ... Reactants: C(N)(=O)[C@H](C)NC1=CC(=NC(=N1)C1=CC=C(C=C1)O)C(=O)N (6-((S)-1-carbamoyl-ethylamino)-2-(4-hydroxy-phenyl)-pyrimidine-4-carboxylic acid amide), FC1=CC=C(C#N)C=C1 (4-fluorobenzo-nitrile), C([O-])([O-])=O.[K+].[K+] (potassium carbonate). Run in CN(C=O)C (N,N-dimethylformamide). Reaction conditions: temperature 100 celsius, time 1 hour. Yields the product C(N)(=O)[C@H](C)NC1=CC(=NC(=N1)C1=CC=C(C=C1)OC1=CC=C(C=C1)C#N)C(=O)N (6-((S)-1-Carbamoyl-ethylamino)-2-[4-(4-cyano-phenoxy)-phenyl]-pyrimidine-4-carboxylic acid amide). The yield is 36.4%. RXN SMILES: [C:1]([C@@H:4]([NH:6][C:7]1[N:12]=[C:11]([C:13]2[CH:18]=[CH:17][C:16]([OH:19])=[CH:15][CH:14]=2)[N:10]=[C:9]([C:20]([NH2:22])=[O:21])[CH:8]=1)[CH3:5])(=[O:3])[NH2:2].F[C:24]1[CH:31]=[CH:30][C:27]([C:28]#[N:29])=[CH:26][CH:25]=1.C(=O)([O-])[O-].[K+].[K+]>CN(C)C=O>[C:1]([C@@H:4]([NH:6][C:7]1[N:12]=[C:11]([C:13]2[CH:18]=[CH:17][C:16]([O:19][C:24]3[CH:31]=[CH:30][C:27]([C:28]#[N:29])=[CH:26][CH:25]=3)=[CH:15][CH:14]=2)[N:10]=[C:9]([C:20]([NH2:22])=[O:21])[CH:8]=1)[CH3:5])(=[O:3])[NH2:2] |f:2.3.4|. Reported procedure: A 50-mL vial with a screw-top septum was charged with 6-((S)-1-carbamoyl-ethylamino)-2-(4-hydroxy-phenyl)-pyrimidine-4-carboxylic acid amide (100 mg, 0.3 mmol), 4-fluorobenzo-nitrile (40 mg, 0.3 mmol), potassium carbonate (92 mg, 0.7 mmol), and N,N-dimethylformamide (5 mL). The flask was purged with nitrogen and heated to 100° C. for 16 h at which time the reaction was complete. The mixture was then diluted with 20 mL water and extracted with 2×20 mL EtOAc. The combined organic layers were dried...